From a dataset of the Open Reaction Database (ORD), a public repository of structured organic reaction records. describe an organic reaction: reactants, conditions, products, and yield Starting materials: C(O)([O-])=O.[Na+] (sodium hydrogencarbonate), NC1=C(C(=C(C(=C1O)F)C1=CC=CC=C1)C)C#N (4-Amino-6-fluoro-5-hydroxy-2-methylbiphenyl-3-carbonitrile), O1C(=CC=C1)C(=O)Cl (2-furoyl chloride), C1(=CC=C(C=C1)S(=O)(=O)[O-])C.[NH+]1=CC=CC=C1 (pyridinium paratoluenesulfonate). Run in C=1(C(=CC=CC1)C)C (xylene), C(C)N(CC)CC (triethylamine), C(C)(=O)OCC (ethyl acetate). Run at temperature 145 celsius, time 108 hour. Yields the product FC=1C(=C(C(=C2N=C(OC21)C=2OC=CC2)C#N)C)C2=CC=CC=C2 (7-Fluoro-2-(furan-2-yl)-5-methyl-6-phenyl-1,3-benzoxazole-4-carbonitrile). Yield: 30.7%. Reaction SMILES: [NH2:1][C:2]1[C:7]([OH:8])=[C:6]([F:9])[C:5]([C:10]2[CH:15]=[CH:14][CH:13]=[CH:12][CH:11]=2)=[C:4]([CH3:16])[C:3]=1[C:17]#[N:18].[O:19]1[CH:23]=[CH:22][CH:21]=[C:20]1[C:24](Cl)=O.C1(C)C=CC(S([O-])(=O)=O)=CC=1.[NH+]1C=CC=CC=1.C(=O)([O-])O.[Na+]>C1(C)C(C)=CC=CC=1.C(OCC)(=O)C.C(N(CC)CC)C>[F:9][C:6]1[C:5]([C:10]2[CH:15]=[CH:14][CH:13]=[CH:12][CH:11]=2)=[C:4]([CH3:16])[C:3]([C:17]#[N:18])=[C:2]2[C:7]=1[O:8][C:24]([C:20]1[O:19][CH:23]=[CH:22][CH:21]=1)=[N:1]2 |f:2.3,4.5|. Reported procedure: 4-Amino-6-fluoro-5-hydroxy-2-methylbiphenyl-3-carbonitrile (I-41) (100 mg, 0.41 mmol) was dissolved in xylene (10 ml), then at room temperature, triethylamine (70 μl), 2-furoyl chloride (49 μl, 0.50 mmol), pyridinium paratoluenesulfonate (31 mg, 0.12 mmol) were added. Next, this mixture liquid was stirred at 145° C. for 108 hours, then cooled to room temperature. This reaction liquid was fractionated with ethyl acetate and an aqueous saturated sodium hydrogencarbonate solution. The aqueous layer... Starting materials: CC(=O)O, C1CCOC1, O=C(Cl)OCc1ccccc1, [K+], OCCCCCC1CCCNC1, [OH-], O. The product is O=C(OCc1ccccc1)N1CCCC(CCCCCO)C1. As a reaction SMILES: [C:1]([OH:2])(=[O:3])[CH3:4].[CH2:30]1[O:31][CH2:32][CH2:33][CH2:34]1.[Cl:19][C:20](=[O:21])[O:22][CH2:23][c:24]1[cH:25][cH:26][cH:27][cH:28][cH:29]1.[K+:18].[NH:5]1[CH2:6][CH:7]([CH2:11][CH2:12][CH2:13][CH2:14][CH2:15][OH:16])[CH2:8][CH2:9][CH2:10]1.[OH-:17].[OH2:35]>>[N:5]1([C:20](=[O:21])[O:22][CH2:23][c:24]2[cH:25][cH:26][cH:27][cH:28][cH:29]2)[CH2:6][CH:7]([CH2:11][CH2:12][CH2:13][CH2:14][CH2:15][OH:16])[CH2:8][CH2:9][CH2:10]1. Reactants: COC1=C(C=C(C=C1)C1=CC(N(C(N1C)=O)C)=NC1=C(C=C(C=C1C)C)C)SC (3,4-dihydro-6-(4-methoxy-3-methylthiophenyl)-1,3-dimethyl-4-(2,4,6-trimethylphenylimino)-2(1H)-pyrimidinone), ClC1=CC(=CC=C1)C(=O)OO (m-chloroperbenzoic acid), O (water). Solvent: CN(C=O)C (N,N-dimethylformamide). Conditions: time 30 minute. Yields the product CN1C(N(C(C=C1)=NC1=C(C=C(C=C1C)C)C)C)=O (1,3-dimethyl-4-(2,4,6-trimethylphenylimino)-2(1H)-pyrimidinone). Yield: 82.8%. Reaction SMILES: COC1C=CC([C:9]2[N:14]([CH3:15])[C:13](=[O:16])[N:12]([CH3:17])[C:11](=[N:18][C:19]3[C:24]([CH3:25])=[CH:23][C:22]([CH3:26])=[CH:21][C:20]=3[CH3:27])[CH:10]=2)=CC=1SC.ClC1C=CC=C(C(OO)=O)C=1.O>CN(C)C=O>[CH3:15][N:14]1[CH:9]=[CH:10][C:11](=[N:18][C:19]2[C:20]([CH3:27])=[CH:21][C:22]([CH3:26])=[CH:23][C:24]=2[CH3:25])[N:12]([CH3:17])[C:13]1=[O:16]. Procedure: To a solution of 3,4-dihydro-6-(4-methoxy-3-methylthiophenyl)-1,3-dimethyl-4-(2,4,6-trimethylphenylimino)-2(1H)-pyrimidinone (1.5 g) in N,N-dimethylformamide (15 ml) was added m-chloroperbenzoic acid (1.58 g), and stirred at 5°-10° C. for 30 minutes, and at ambient temperature for 5 hours. To the reaction mixture was added water (50 ml), and extracted with ethyl acetate. The organic layer was washed with aqueous sodium bicarbonate solution, dried over sodium sulfate, and evaporated. The residue ... The reactants are Cn1c(-c2cc3nccc(Cl)c3s2)cnc1[Si](C)(C)C(C)(C)C, CO, Cl, O. Product: Cn1cncc1-c1cc2nccc(Cl)c2s1. Reaction SMILES: [C:1]([Si:2]([CH3:3])([CH3:4])[c:6]1[n:7][cH:8][c:9](-[c:12]2[cH:13][c:14]3[n:15][cH:16][cH:17][c:18]([Cl:21])[c:19]3[s:20]2)[n:10]1[CH3:11])([CH3:5])([CH3:22])[CH3:23].[CH3:25][OH:26].[ClH:24].[OH2:27]>>[cH:6]1[n:7][cH:8][c:9](-[c:12]2[cH:13][c:14]3[n:15][cH:16][cH:17][c:18]([Cl:21])[c:19]3[s:20]2)[n:10]1[CH3:11]. Starting materials: CCO, [Na+], [OH-], c1ccc(-c2n[nH]c3ccccc23)cc1. Yields the product OCn1nc(-c2ccccc2)c2ccccc21. As a reaction SMILES: [CH3:18][CH2:19][OH:20].[Na+:17].[OH-:16].[c:1]1(-[c:7]2[n:8][nH:9][c:10]3[cH:11][cH:12][cH:13][cH:14][c:15]23)[cH:2][cH:3][cH:4][cH:5][cH:6]1>>[c:1]1(-[c:7]2[n:8][n:9]([CH2:19][OH:20])[c:10]3[cH:11][cH:12][cH:13][cH:14][c:15]23)[cH:2][cH:3][cH:4][cH:5][cH:6]1. Reported procedure: A mixture of the product from Step A (5.44 g, 13.7 mmol) and palladium-on-carbon (10%, 0.50 g) in methanol (200 mL) was stirred under an atmosphere of hydrogen for 18 h, filtered and evaporated to give an off-white solid (3.80 g, 90%): mp 171-172° C. The solvent is CO (methanol). RXN SMILES: C([O:8][C:9]1[CH:17]=[C:16]2[C:12]([CH:13]=[N:14][N:15]2[CH2:18][C@@H:19]([O:21][Si:22]([C:25]([CH3:28])([CH3:27])[CH3:26])([CH3:24])[CH3:23])[CH3:20])=[CH:11][CH:10]=1)C1C=CC=CC=1>CO.[Pd]>[C:25]([Si:22]([CH3:24])([CH3:23])[O:21][C@@H:19]([CH3:20])[CH2:18][N:15]1[C:16]2[C:12](=[CH:11][CH:10]=[C:9]([OH:8])[CH:17]=2)[CH:13]=[N:14]1)([CH3:27])([CH3:28])[CH3:26]. Product: C(C)(C)(C)[Si](O[C@H](CN1N=CC2=CC=C(C=C12)O)C)(C)C (1-[(S)-2-(tert-Butyldimethyl-silanyloxy)-propyl]-1H-indazol-6-ol). Isolated yield 90.5%. Reagents/catalysts: [Pd] (palladium-on-carbon). Run at time 18 hour. Starting materials: C(C1=CC=CC=C1)OC1=CC=C2C=NN(C2=C1)C[C@H](C)O[Si](C)(C)C(C)(C)C (6-Benzyloxy-1-[(S)-2-(tert-butyldimethyl-silanyloxy)-propyl]-1H-indazole).